This data is from the Open Reaction Database (ORD), a public repository of structured organic reaction records. The task is: describe an organic reaction: reactants, conditions, products, and yield Starting materials: C(C1=CC=CO1)SCC(=O)OC1=CC=C(C=C1)[N+](=O)[O-] (p-Nitrophenyl 2-(furfurylthio)acetate), OCC=1C=C(OCCCN)C=CC1 (3-(3-hydroxymethylphenoxy)propylamine). The solvent is O1CCCC1 (tetrahydrofuran), O1CCCC1 (tetrahydrofuran). Conditions: time 18 hour. The product is C(C1=CC=CO1)SCC(=O)N (2-(furfurylthio)acetamide). Reaction SMILES: [CH2:1]([S:7][CH2:8][C:9]([O:11]C1C=CC([N+]([O-])=O)=CC=1)=O)[C:2]1[O:6][CH:5]=[CH:4][CH:3]=1.OCC1C=C(C=CC=1)OCCC[NH2:30]>O1CCCC1>[CH2:1]([S:7][CH2:8][C:9]([NH2:30])=[O:11])[C:2]1[O:6][CH:5]=[CH:4][CH:3]=1. Reported procedure: p-Nitrophenyl 2-(furfurylthio)acetate (6.5 g) was dissolved in 200 ml of tetrahydrofuran, and under ice cooling, 75 ml of a tetrahydrofuran solution of 4 g of 3-(3-hydroxymethylphenoxy)propylamine was added dropwise to the solution. One hour later, the temperature was returned to room temperature, and the mixture was stirred for 18 hours. The solvent was concentrated, and the concentrate was taken into ethyl acetate, washed with a 1N aqueous solution of sodium hydroxide and water, and dried. The... Reactants: N-dimethylacetamide, C(C=CC1=CC=CC=C1)(=O)Cl (cinnamoyl chloride), C(C)(C)(C)C=1C=C(C=C(C1O)C(C)(C)C)CCC(=O)NN (β-(3,5-di-tert-butyl-4-hydroxyphenyl)propionylhydrazine). Solvent: O (water). Run at time 3 hour. Product: C(C=CC1=CC=CC=C1)(=O)NNC(CCC1=CC(=C(C(=C1)C(C)(C)C)O)C(C)(C)C)=O (N-cinnamoyl-N'-{β-(3,5-di-tert-butyl-4-hydroxyphenyl)propionyl}-hydrazine). Isolated yield 70.3%. As a reaction SMILES: [C:1](Cl)(=[O:10])[CH:2]=[CH:3][C:4]1[CH:9]=[CH:8][CH:7]=[CH:6][CH:5]=1.[C:12]([C:16]1[CH:17]=[C:18]([CH2:27][CH2:28][C:29]([NH:31][NH2:32])=[O:30])[CH:19]=[C:20]([C:23]([CH3:26])([CH3:25])[CH3:24])[C:21]=1[OH:22])([CH3:15])([CH3:14])[CH3:13]>O>[C:1]([NH:32][NH:31][C:29](=[O:30])[CH2:28][CH2:27][C:18]1[CH:19]=[C:20]([C:23]([CH3:24])([CH3:26])[CH3:25])[C:21]([OH:22])=[C:16]([C:12]([CH3:15])([CH3:14])[CH3:13])[CH:17]=1)(=[O:10])[CH:2]=[CH:3][C:4]1[CH:9]=[CH:8][CH:7]=[CH:6][CH:5]=1. Procedure: To 50 ml of N-dimethylacetamide were added 2.30 g of cinnamoyl chloride and 4.04 g of β-(3,5-di-tert-butyl-4-hydroxyphenyl)propionylhydrazine, and the resulting mixture was stirred at 30° - 35° C for 3 hours. The reaction mixture was then poured into 2 liters of water, and the produced precipitate was collected by filtration and washed with water. The so obtained precipitate was then recrystallized twice from a mixture of ethanol (first grade) and water (1 : 1, volume ratio) and dried under redu... The reactants are CN1CCOCC1 (N-methylmorpholine), C(C1=CC=CC=C1)OC(=O)N[C@H]1CC[C@H](CC1)C(=O)O (cis-4-benzyloxycarbonylaminocyclohexane carboxylic acid), ON1N=NC2=C1C=CC=C2 (1-hydroxybenzotriazole), C1CCC2=CC(=CC=C12)O (5-indanol), Cl.C(C)N=C=NCCCN(C)C (1-ethyl-3-(3-dimethylaminopropyl)carbodiimide hydrochloride). The solvent is C(Cl)Cl (methylene chloride). Run at time 10 minute. Yields the product C1CCC2=CC(=CC=C12)OC(=O)[C@@H]1CC[C@@H](CC1)NC(=O)OCC1=CC=CC=C1 (cis-4-Benzyloxycarbonylamino-cyclohexanecarboxylic acid 5-indanyl ester). The yield is 91.2%. RXN SMILES: [CH2:1]([O:8][C:9]([NH:11][C@@H:12]1[CH2:17][CH2:16][C@H:15]([C:18]([OH:20])=[O:19])[CH2:14][CH2:13]1)=[O:10])[C:2]1[CH:7]=[CH:6][CH:5]=[CH:4][CH:3]=1.ON1C2C=CC=CC=2N=N1.[CH2:31]1[C:39]2[C:34](=[CH:35][C:36](O)=[CH:37][CH:38]=2)[CH2:33][CH2:32]1.CN1CCOCC1.Cl.C(N=C=NCCCN(C)C)C>C(Cl)Cl>[CH2:31]1[C:39]2[C:34](=[CH:35][C:36]([O:19][C:18]([C@H:15]3[CH2:16][CH2:17][C@@H:12]([NH:11][C:9]([O:8][CH2:1][C:2]4[CH:3]=[CH:4][CH:5]=[CH:6][CH:7]=4)=[O:10])[CH2:13][CH2:14]3)=[O:20])=[CH:37][CH:38]=2)[CH2:33][CH2:32]1 |f:4.5|. Reported procedure: To a stirred, ice-cold solution of the product from part (a) (1.70 g, 6.13 mmole) in dry methylene chloride (30 ml) were added sequentially, 1-hydroxybenzotriazole (0.92 g, 6.77 mmole), 5-indanol (2.0 g, 15 mmole), N-methylmorpholine (0.80 g, 7.92 mmole) and 1-ethyl-3-(3-dimethylaminopropyl)carbodiimide hydrochloride (1.53 g, 7.98 mmole). After 10 minutes, the resulting solution was concentrated to an oil which was stirred at room temperature for 18 hours and then dissolved in methylene chloride... Reactants: CC=1C=C(C(=O)N2CC3=CC=CC=C3CC2C(=O)CP(OC)(OC)=O)C=C(C1)C (dimethyl N-(3,5-dimethylbenzoyl)-1,2,3,4-tetrahydro-3-isoquinolinecarbonylmethylphosphonate), methyl ester, N1C=C(C2=CC=CC=C12)CC(C(=O)OC)=O (methyl 3-indolepyruvate). The reagents and catalysts are C1=CC=C(C=C1)P(C2=CC=CC=C2)C3=CC=CC=C3.C1=CC=C(C=C1)P(C2=CC=CC=C2)C3=CC=CC=C3.C1=CC=C(C=C1)P(C2=CC=CC=C2)C3=CC=CC=C3.[Cl-].[Rh] (Wilkinson's catalyst). The product is CC=1C=C(C(=O)N2CC3=CC=CC=C3CC2C(=O)CC(C(=O)O)CC2=CNC3=CC=CC=C23)C=C(C1)C (3-[N-(3,5-dimethylbenzoyl)-1,2,3,4-tetrahydro-3-isoquinolinecarbonyl]-2-(3-indolyl)methyl-propionic acid). As a reaction SMILES: [CH3:1][C:2]1[CH:3]=[C:4]([CH:26]=[C:27]([CH3:29])[CH:28]=1)[C:5]([N:7]1[CH:16]([C:17]([CH2:19]P(=O)(OC)OC)=[O:18])[CH2:15][C:14]2[C:9](=[CH:10][CH:11]=[CH:12][CH:13]=2)[CH2:8]1)=[O:6].[NH:30]1[C:38]2[C:33](=[CH:34][CH:35]=[CH:36][CH:37]=2)[C:32]([CH2:39][C:40](=O)[C:41]([O:43]C)=[O:42])=[CH:31]1>C1C=CC(P(C2C=CC=CC=2)C2C=CC=CC=2)=CC=1.C1C=CC(P(C2C=CC=CC=2)C2C=CC=CC=2)=CC=1.C1C=CC(P(C2C=CC=CC=2)C2C=CC=CC=2)=CC=1.[Cl-].[Rh]>[CH3:1][C:2]1[CH:3]=[C:4]([CH:26]=[C:27]([CH3:29])[CH:28]=1)[C:5]([N:7]1[CH:16]([C:17]([CH2:19][CH:40]([CH2:39][C:32]2[C:33]3[C:38](=[CH:37][CH:36]=[CH:35][CH:34]=3)[NH:30][CH:31]=2)[C:41]([OH:43])=[O:42])=[O:18])[CH2:15][C:14]2[C:9](=[CH:10][CH:11]=[CH:12][CH:13]=2)[CH2:8]1)=[O:6] |f:2.3.4.5.6|. Procedure: A Wittig-Horner reaction according to example 78 between dimethyl N-(3,5-dimethylbenzoyl)-1,2,3,4-tetrahydro-3-isoquinolinecarbonylmethylphosphonate [from methyl N-(3,5-dimethylbenzoyl)-1,2,3,4-tetrahydro-3-isoquinolinecarboxylate (prepared according to example 88) as described in example 78] and methyl 3-indolepyruvate followed by catalytic hydrogenation of the double bond in the presence of Wilkinson's catalyst according to example 78 and hydrolysis of the methyl ester moiety according to exam... Starting materials: Cl.C1(=CC=CC=C1)N(C(=O)C1=CC2=C(N(C(=N2)CNC2=CC=C(C=C2)C(N)=N)C)C=C1)CCC(=O)OC (1-methyl-2-[N-(4-amidinophenyl)aminomethyl]benzimidazol-5-yl-carboxylic acid-N-phenyl-N-(2-methoxycarbonylethyl)amide hydrochloride), C(C1=CC=CC=C1)(=O)Cl (benzoyl chloride), C34H32N6O4. Run in ClCCl.C(C)O (dichloromethane ethanol). Product: C1(=CC=CC=C1)N(C(=O)C1=CC2=C(N(C(=N2)CNC2=CC=C(C=C2)C(NC(C2=CC=CC=C2)=O)=N)C)C=C1)CCC(=O)OC (1-Methyl-2-[N-[4-(N-benzoylamidino)phenyl]aminomethyl]benzimidazol-5-yl-carboxylic acid-N-phenyl-N-(2-methoxycarbonylethyl)amide). The yield is 88.0%. As a reaction SMILES: Cl.[C:2]1([N:8]([CH2:32][CH2:33][C:34]([O:36][CH3:37])=[O:35])[C:9]([C:11]2[CH:31]=[CH:30][C:14]3[N:15]([CH3:29])[C:16]([CH2:18][NH:19][C:20]4[CH:25]=[CH:24][C:23]([C:26](=[NH:28])[NH2:27])=[CH:22][CH:21]=4)=[N:17][C:13]=3[CH:12]=2)=[O:10])[CH:7]=[CH:6][CH:5]=[CH:4][CH:3]=1.[C:38](Cl)(=[O:45])[C:39]1[CH:44]=[CH:43][CH:42]=[CH:41][CH:40]=1>ClCCl.C(O)C>[C:2]1([N:8]([CH2:32][CH2:33][C:34]([O:36][CH3:37])=[O:35])[C:9]([C:11]2[CH:31]=[CH:30][C:14]3[N:15]([CH3:29])[C:16]([CH2:18][NH:19][C:20]4[CH:25]=[CH:24][C:23]([C:26](=[NH:27])[NH:28][C:38](=[O:45])[C:39]5[CH:44]=[CH:43][CH:42]=[CH:41][CH:40]=5)=[CH:22][CH:21]=4)=[N:17][C:13]=3[CH:12]=2)=[O:10])[CH:3]=[CH:4][CH:5]=[CH:6][CH:7]=1 |f:0.1,3.4|. Procedure: Prepared analogously to Example 90 from 1-methyl-2-[N-(4-amidinophenyl)aminomethyl]benzimidazol-5-yl-carboxylic acid-N-phenyl-N-(2-methoxycarbonylethyl)amide hydrochloride and benzoyl chloride. Yield: 88% of theory, C34H32N6O4 (588.7); Rf value: 0.37 (silica gel; dichloromethane/ethanol=19:1); 1H-NMR spectrum (D6-DMSO): 2.61 (t,2H), 3.54 (s,3H), 3.76 (s,3H), 4.10 (t,2H), 4.61 (d,2H), 6.83 (d,2H), 7.05 to 7.55 (m,12H),8.03 (d,2H), 8.25 (dd,2H), 8.98 (s,1H), 10.48 (s,1H). The reactants are CCO, O=[N+]([O-])c1ccc(-c2nc(C3CC3)[nH]c2-c2ccc(F)cc2F)nc1O. Product: Nc1ccc(-c2nc(C3CC3)[nH]c2-c2ccc(F)cc2F)nc1O. RXN SMILES: [CH3:27][CH2:28][OH:29].[CH:1]1([c:4]2[nH:5][c:6](-[c:19]3[c:20]([F:26])[cH:21][c:22]([F:25])[cH:23][cH:24]3)[c:7](-[c:9]3[cH:10][cH:11][c:12]([N+:16]([O-:17])=[O:18])[c:13]([OH:15])[n:14]3)[n:8]2)[CH2:2][CH2:3]1>>[CH:1]1([c:4]2[nH:5][c:6](-[c:19]3[c:20]([F:26])[cH:21][c:22]([F:25])[cH:23][cH:24]3)[c:7](-[c:9]3[cH:10][cH:11][c:12]([NH2:16])[c:13]([OH:15])[n:14]3)[n:8]2)[CH2:2][CH2:3]1. RXN SMILES: [CH3:1][C:2]([C:7]1[CH:12]=[CH:11][CH:10]=[CH:9][CH:8]=1)([CH3:6])[CH2:3][CH2:4]O.O.[BrH:14]>>[Br:14][CH2:4][CH2:3][C:2]([CH3:6])([C:7]1[CH:12]=[CH:11][CH:10]=[CH:9][CH:8]=1)[CH3:1]. Product: BrCCC(C)(C1=CC=CC=C1)C (1-bromo-3-methyl-3-phenylbutane). Procedure: 3-Metyl-3-phenylbutanol (0.82 g) was refluxed in 47% hydrobromic acid (5 ml) under heating for 7 hours. To the reaction solution was added water and the solution was extracted with ether. After washing with a saturated aqueous solution of sodium chloride, the ether layer was dried over anhydrous magnesium sulfate, and the residue was then subjected to silica gel column chromatography. Elution with a hexane - ethyl acetate 10:1) mixture gave 1.02 of 1-bromo-3-methyl-3-phenylbutane. Starting materials: CC(CCO)(C)C1=CC=CC=C1 (3-Metyl-3-phenylbutanol), Br (hydrobromic acid), O (water).